Dataset: the Open Reaction Database (ORD), a public repository of structured organic reaction records. Task: describe an organic reaction: reactants, conditions, products, and yield Reactants: FC(C=1C=C(C(=O)NCC(=O)O)C=CC1)(F)F ((3-Trifluoromethyl-benzoylamino)acetic acid), C(C1=CC=CC=C1)N1C[C@@H](CC1)N ((3R)-1-benzylpyrrolidin-3-amine), anhydride, CN1CCOCC1 (NMM), C(C(C)C)OC(=O)Cl (isobutylchloroformate). Procedure: To a solution of (3-Trifluoromethyl-benzoylamino)acetic acid (4.2 g, 17 mmol) and NMM (2.8 mL, 25.5 mmol) in dry THF (30 mL) at −10 to −15° C. under N2, was slowly added isobutylchloroformate (2.4 mL, 17.85 mmol) via syringe. The reaction mixture gradually became pink. 15 min later, a solution of (3R)-1-benzylpyrrolidin-3-amine (3.0 g, 17 mmol) in THF (15 mL) was dropwise added to the above mixed anhydride over 20 min, maintaining reaction temperature <−10° C. The reaction mixture became a dark ... Reaction conditions: time 30 minute. RXN SMILES: [F:1][C:2]([F:17])([F:16])[C:3]1[CH:4]=[C:5]([CH:13]=[CH:14][CH:15]=1)[C:6]([NH:8][CH2:9][C:10]([OH:12])=O)=[O:7].CN1CCOCC1.C(OC(Cl)=O)C(C)C.[CH2:33]([N:40]1[CH2:44][CH2:43][C@@H:42]([NH2:45])[CH2:41]1)[C:34]1[CH:39]=[CH:38][CH:37]=[CH:36][CH:35]=1>C1COCC1.CC#N>[CH2:33]([N:40]1[CH2:44][CH2:43][C@@H:42]([NH:45][C:10](=[O:12])[CH2:9][NH:8][C:6](=[O:7])[C:5]2[CH:13]=[CH:14][CH:15]=[C:3]([C:2]([F:1])([F:17])[F:16])[CH:4]=2)[CH2:41]1)[C:34]1[CH:35]=[CH:36][CH:37]=[CH:38][CH:39]=1. Product: C(C1=CC=CC=C1)N1C[C@@H](CC1)NC(CNC(C1=CC(=CC=C1)C(F)(F)F)=O)=O (N-(2-{[(3R)-1-benzylpyrrolidin-3-yl]amino}-2-oxoethyl)-3-(trifluoromethyl)benzamide). The solvent is CC#N (MeCN), C1CCOC1 (THF), C1CCOC1 (THF). Reactants: ClC(=O)OCC (ethyl chloroformate), Cl.C(C1=CC=CC=C1)OC1CCNCC1 (4-benzyloxypiperidine hydrochloride), C(=O)([O-])[O-].[K+].[K+] (K2CO3), O (water). Solvent: C(Cl)(Cl)Cl (chloroform). Reaction conditions: time 1 hour. Product: C(C)OC(=O)N1CCC(CC1)OCC1=CC=CC=C1 (1-Ethoxycarbonyl-4-benzyloxypiperidine). As a reaction SMILES: Cl[C:2]([O:4][CH2:5][CH3:6])=[O:3].Cl.[CH2:8]([O:15][CH:16]1[CH2:21][CH2:20][NH:19][CH2:18][CH2:17]1)[C:9]1[CH:14]=[CH:13][CH:12]=[CH:11][CH:10]=1.C([O-])([O-])=O.[K+].[K+].O>C(Cl)(Cl)Cl>[CH2:5]([O:4][C:2]([N:19]1[CH2:18][CH2:17][CH:16]([O:15][CH2:8][C:9]2[CH:14]=[CH:13][CH:12]=[CH:11][CH:10]=2)[CH2:21][CH2:20]1)=[O:3])[CH3:6] |f:1.2,3.4.5|. Reported procedure: 3,4 g (0.033 mol) of ethyl chloroformate are added dropwise to a stirred mixture of 6.83 g (0.03 mol) of 4-benzyloxypiperidine hydrochloride, 7.74 g (0.056 mol) of dry K2CO3, 26 ml of water and 26 ml of chloroform. After stirring for 1 hour, the organic phase is decanted after dilution with 54 ml of chloroform, and washed 3 times with 20 ml of water and dried (MgSO4). Evaporation of the solvent in vacuo gives a liquid, which is distilled in vacuo. Reactants: C(C)Br (ethylbromide), Formula III, C([O-])([O-])=O.[K+].[K+] (potassium carbonate), C([O-])([O-])=O.[Na+].[Na+] (sodium carbonate), N-methyl-1-pyrrolidone, C(C)OC=1C=C(C=CC1C(=O)OCC)CC(=O)O (3-ethoxy-4-(ethoxycarbonyl)phenyl acetic acid), CC=1C=C(C(C(=O)O)=CC1)O (4-methylsalicylic acid), S1(=O)(=O)CCCC1 (sulfolane). Run in CN(C=O)C (N, N-dimethyl formamide), CS(=O)C (dimethylsulphoxide). Yields the product C(C)OC1=C(C(=O)OCC)C=CC(=C1)C (ethyl 2-ethoxy-4-methylbenzoate), Formula IV. As a reaction SMILES: [CH2:1]([O:3][C:4]1[CH:5]=[C:6]([CH2:15]C(O)=O)[CH:7]=[CH:8][C:9]=1[C:10]([O:12][CH2:13][CH3:14])=[O:11])[CH3:2].CC1C=C(O)C(=CC=1)C(O)=O.C(Br)C.S1(CCCC1)(=O)=O.C(=O)([O-])[O-].[K+].[K+].C(=O)([O-])[O-].[Na+].[Na+]>CN(C)C=O.CS(C)=O>[CH2:1]([O:3][C:4]1[CH:5]=[C:6]([CH3:15])[CH:7]=[CH:8][C:9]=1[C:10]([O:12][CH2:13][CH3:14])=[O:11])[CH3:2] |f:4.5.6,7.8.9|. Reported procedure: More particularly, the present invention relates to a process for the preparation of 3-ethoxy-4-(ethoxycarbonyl)phenyl acetic acid of Formula I, comprising reacting 4-methylsalicylic acid of Formula III, with ethylbromide in a dipolar aprotic solvent at a selected temperature within a range of ambient to 100° C., preferably 30-40° C. during a period of one to several hours. The suitable dipolar aprotic solvent is selected from the group consisting of dimethylsulphoxide, N, N-dimethyl formamide, ... Reactants: CC1=C(C(=NO1)C1=CC=CC=C1)C=1N=C2N(C=C(C=C2)C(=O)O)C1 (2-(5-methyl-3-phenyl-isoxazol-4-yl)-imidazo[1,2-a]pyridine-6-carboxylic acid), CC1=C(C(=NO1)C1=CC=CC=C1)C=1N=C2N(C=CC(=C2)C(=O)O)C1 (2-(5-methyl-3-phenyl-isoxazol-4-yl)-imidazo[1,2-a]pyridine-7-carboxylic acid). The product is O1CCC(CC1)NC(=O)C=1C=CC=2N(C1)C=C(N2)C=2C(=NOC2C)C2=CC=CC=C2 (2-(5-Methyl-3-phenyl-isoxazol-4-yl)-imidazo[1,2-a]pyridine-6-carboxylic acid (tetrahydro-pyran-4-yl)-amide). The yield is 76.0%. RXN SMILES: [CH3:1][C:2]1[O:6][N:5]=[C:4]([C:7]2[CH:12]=[CH:11][CH:10]=[CH:9][CH:8]=2)[C:3]=1[C:13]1[N:14]=[C:15]2[CH:20]=[CH:19][C:18]([C:21](O)=[O:22])=[CH:17][N:16]2[CH:24]=1.C[C:26]1[O:30][N:29]=[C:28]([C:31]2[CH:36]=CC=CC=2)[C:27]=1C1N=C2C=C(C(O)=O)C=CN2C=1>>[O:30]1[CH2:26][CH2:27][CH:28]([NH:29][C:21]([C:18]2[CH:19]=[CH:20][C:15]3[N:16]([CH:24]=[C:13]([C:3]4[C:4]([C:7]5[CH:12]=[CH:11][CH:10]=[CH:9][CH:8]=5)=[N:5][O:6][C:2]=4[CH3:1])[N:14]=3)[CH:17]=2)=[O:22])[CH2:31][CH2:36]1. Procedure: As described for Example 17, 2-(5-methyl-3-phenyl-isoxazol-4-yl)-imidazo[1,2-a]pyridine-6-carboxylic acid (64 mg, 0.2 mmol), instead of 2-(5-methyl-3-phenyl-isoxazol-4-yl)-imidazo[1,2-a]pyridine-7-carboxylic acid, was converted to the title compound (61 mg, 76%) which was obtained as an off white solid. MS: m/e=403.5 [M+H]+. Reactants: C(C)N(C#N)C1=CC=CC2=CC=CC=C12 (N-ethyl-N-1-naphthylcyanamide), Cl.NC=1C=CC=C2C=CC(OC12)=O (8-aminocoumarin hydrochloride). Run at time 9 hour. The product is Cl.O1C(=O)C=CC2=CC=CC(=C12)NC(=N)N(C1=CC=CC2=CC=CC=C12)CC (N-(Coumarin-8-yl)-N'-ethyl-N'-naphthylguanidine Hydrochloride). As a reaction SMILES: [CH2:1]([N:3]([C:6]1[C:15]2[C:10](=[CH:11][CH:12]=[CH:13][CH:14]=2)[CH:9]=[CH:8][CH:7]=1)[C:4]#[N:5])[CH3:2].[ClH:16].[NH2:17][C:18]1[CH:19]=[CH:20][CH:21]=[C:22]2[C:27]=1[O:26][C:25](=[O:28])[CH:24]=[CH:23]2>>[ClH:16].[O:26]1[C:27]2[C:22](=[CH:21][CH:20]=[CH:19][C:18]=2[NH:17][C:4]([N:3]([CH2:1][CH3:2])[C:6]2[C:15]3[C:10](=[CH:11][CH:12]=[CH:13][CH:14]=3)[CH:9]=[CH:8][CH:7]=2)=[NH:5])[CH:23]=[CH:24][C:25]1=[O:28] |f:1.2,3.4|. Procedure details: In a 5 ml round bottom flask was placed N-ethyl-N-1-naphthylcyanamide (766 mg, 3.91 mmol), 8-aminocoumarin hydrochloride (818 mg, 4.15 mmol; Clayton, J., Chem.Soc. 97: 1350 (1910)) and a stir bar. The flask was evacuated via aspirator and flushed with N2. This was immediately placed in a preheated 160° C. oil bath where it was allowed to stir under N2 for 9 h. The resulting greenish brown melt was dissolved in methanol (5 ml) and diluted with hot distilled water (20 ml). This solution was basifi... The reactants are CB1OB(OB(O1)C)C (Trimethylboroxin), C([O-])([O-])=O.[K+].[K+] (potassium carbonate), BrC1=NN(C2=CC(=CC=C12)C(=O)OC)CCCOC (methyl 3-bromo-1-(3-methoxypropyl)-1H-indazol-6-carboxylate), O (Water). The reagents and catalysts are Cl[Pd]Cl.C1(=CC=CC=C1)P(C1=CC=CC=C1)[C-]1C=CC=C1.[C-]1(C=CC=C1)P(C1=CC=CC=C1)C1=CC=CC=C1.[Fe+2] (bis(diphenylphosphino)ferrocene dichloropalladium). The solvent is O1CCOCC1 (1,4-dioxane). Conditions: temperature 110 celsius, time 6 hour. Yields the product COCCCN1N=C(C2=CC=C(C=C12)C(=O)OC)C (methyl 1-(3-methoxypropyl)-3-methyl-1H-indazol-6-carboxylate). The yield is 87.9%. As a reaction SMILES: CB1OB(C)OB(C)O1.[C:10](=O)([O-])[O-].[K+].[K+].Br[C:17]1[C:25]2[C:20](=[CH:21][C:22]([C:26]([O:28][CH3:29])=[O:27])=[CH:23][CH:24]=2)[N:19]([CH2:30][CH2:31][CH2:32][O:33][CH3:34])[N:18]=1.O>O1CCOCC1.Cl[Pd]Cl.C1(P([C-]2C=CC=C2)C2C=CC=CC=2)C=CC=CC=1.[C-]1(P(C2C=CC=CC=2)C2C=CC=CC=2)C=CC=C1.[Fe+2]>[CH3:34][O:33][CH2:32][CH2:31][CH2:30][N:19]1[C:20]2[C:25](=[CH:24][CH:23]=[C:22]([C:26]([O:28][CH3:29])=[O:27])[CH:21]=2)[C:17]([CH3:10])=[N:18]1 |f:1.2.3,7.8.9.10|. Procedure: Trimethylboroxin (513 μL), potassium carbonate (1.27 g) and bis(diphenylphosphino)ferrocene dichloropalladium (224 mg) were added to a solution of methyl 3-bromo-1-(3-methoxypropyl)-1H-indazol-6-carboxylate (1.0 g) in 1,4-dioxane (15 ml) under argon atmosphere and the mixture was stirred at 110° C. for 6 hours. Water was added to the reaction mixture under ice-cooling and the mixture was extracted with ethyl acetate. The organic layer was washed with saturated brine, dried over magnesium sulfate... Starting materials: O (water), BrC=1C=C2C=C(CSC2=CC1)C(=O)OCC (ethyl 6-bromo-2H-thiochromene-3-carboxylate), B(OC1=CC=C(C=C1)C)([O-])[O-] (4-methylphenyl borate), tetrakistriphenylphosphine palladium. Run in C([O-])([O-])=O.[Na+].[Na+] (sodium carbonate), C(C)O (ethanol), C1(=CC=CC=C1)C (toluene). Yields the product CC1=CC=C(C=C1)C=1C=C2C=C(CSC2=CC1)C(=O)OCC (ethyl 6-(4-methylphenyl)-2H-thiochromene-3-carboxylate). Yield: 98.4%. Reaction SMILES: Br[C:2]1[CH:3]=[C:4]2[C:9](=[CH:10][CH:11]=1)[S:8][CH2:7][C:6]([C:12]([O:14][CH2:15][CH3:16])=[O:13])=[CH:5]2.B([O-])([O-])O[C:19]1[CH:24]=[CH:23][C:22]([CH3:25])=[CH:21][CH:20]=1.O>C(=O)([O-])[O-].[Na+].[Na+].C(O)C.C1(C)C=CC=CC=1>[CH3:25][C:22]1[CH:23]=[CH:24][C:19]([C:2]2[CH:3]=[C:4]3[C:9](=[CH:10][CH:11]=2)[S:8][CH2:7][C:6]([C:12]([O:14][CH2:15][CH3:16])=[O:13])=[CH:5]3)=[CH:20][CH:21]=1 |f:3.4.5|. Procedure: A solution of ethyl 6-bromo-2H-thiochromene-3-carboxylate (1.00 g, 3.34 mmol), 4-methylphenyl borate (0.55 g, 4.01 mmol) and tetrakistriphenylphosphine palladium (0.19 g, 0.167 mmol) in 2M sodium carbonate (3.5 ml), ethanol (3 ml) and toluene (25 ml) was stirred at 80° C. for 24 hours. To the mixture was added water, and the mixture was extracted with ethyl acetate. The organic layer was washed with 0.5N hydrochloric acid and saturated brine, and dried with magnesium sulfate. The solvent was eva... The reactants are C(#N)CNC(OCC1=CC=CC=C1)=O (benzyl cyanomethylcarbamate), C[O-].[Na+] (sodium methoxide), [Cl-].[NH4+] (Ammonium chloride). The solvent is CO (methanol). Run at time 24 hour. Product: Cl.NC(CNC(OCC1=CC=CC=C1)=O)=N (Benzyl 2-amino-2-iminoethylcarbamate hydrochloride). The yield is 94.0%. As a reaction SMILES: [C:1]([CH2:3][NH:4][C:5](=[O:14])[O:6][CH2:7][C:8]1[CH:13]=[CH:12][CH:11]=[CH:10][CH:9]=1)#[N:2].C[O-].[Na+].[Cl-:18].[NH4+:19]>CO>[ClH:18].[NH2:2][C:1](=[NH:19])[CH2:3][NH:4][C:5](=[O:14])[O:6][CH2:7][C:8]1[CH:13]=[CH:12][CH:11]=[CH:10][CH:9]=1 |f:1.2,3.4,6.7|. Reported procedure: To a solution of benzyl cyanomethylcarbamate (65.4 g, 344 mmol) in methanol was added sodium methoxide (7.86 mL, 34.4 mmol, 25% in methanol). The mixture was stirred at ambient temperature for 24 h. Ammonium chloride (18.4 g, 344 mmol) was then added. The mixture was stirred at ambient temperature for another 24 h, and concentrated under reduced pressure. The resulting material was added into hexane/ethyl acetate (1:1) (240 mL) and ether (50 mL), stirred at ambient temperature for 1.5 h, then fi... Reactants: 133a, BrC1=C(N(C=C1)NC([C@H](C)NC(=O)OC(C)(C)C)=O)C(=O)OC ((S)-methyl 3-bromo-1-(2-(tert-butoxycarbonylamino)propanamido)-1H-pyrrole-2-carboxylate), N1=C(C=CC=C1)CN (pyridine-2-ylmethanamine). The product is BrC1=C(N(C=C1)NC([C@H](C)NC(OC(C)(C)C)=O)=O)C(NCC1=NC=CC=C1)=O ((S)-tert-Butyl 1-(3-bromo-2-(pyridin-2-ylmethylcarbamoyl)-1H-pyrrol-1-ylamino)-1-oxopropan-2-ylcarbamate). RXN SMILES: [Br:1][C:2]1[CH:6]=[CH:5][N:4]([NH:7][C:8](=[O:19])[C@@H:9]([NH:11][C:12]([O:14][C:15]([CH3:18])([CH3:17])[CH3:16])=[O:13])[CH3:10])[C:3]=1[C:20]([O:22]C)=O.[N:24]1[CH:29]=[CH:28][CH:27]=[CH:26][C:25]=1[CH2:30][NH2:31]>>[Br:1][C:2]1[CH:6]=[CH:5][N:4]([NH:7][C:8](=[O:19])[C@@H:9]([NH:11][C:12](=[O:13])[O:14][C:15]([CH3:16])([CH3:17])[CH3:18])[CH3:10])[C:3]=1[C:20](=[O:22])[NH:31][CH2:30][C:25]1[CH:26]=[CH:27][CH:28]=[CH:29][N:24]=1. Reported procedure: Same procedure as described in preparation 133a was used from (S)-methyl 3-bromo-1-(2-(tert-butoxycarbonylamino)propanamido)-1H-pyrrole-2-carboxylate (374 mg, 0.96 mmols) and pyridine-2-ylmethanamine (0.30 ml, 2.87 mmols). After reverse phase chromatography the title compound was obtained (74 mg, 17%). Reactants: C1CCOC1, CS(C)=O, [H-], [Na+], Cc1ccc(F)c2cc(NC3CCC4(CC3)OCCO4)ncc12, OC1CCCC1. Product: Cc1ccc(OC2CCCC2)c2cc(NC3CCC4(CC3)OCCO4)ncc12. Reaction SMILES: [CH2:32]1[O:33][CH2:34][CH2:35][CH2:36]1.[CH3:37][S:38]([CH3:39])=[O:40].[H-:8].[Na+:7].[O:9]1[CH2:10][CH2:11][O:12][C:13]12[CH2:14][CH2:15][CH:16]([NH:19][c:20]1[n:21][cH:22][c:23]3[c:24]([CH3:31])[cH:25][cH:26][c:27]([F:30])[c:28]3[cH:29]1)[CH2:17][CH2:18]2.[OH:1][CH:2]1[CH2:3][CH2:4][CH2:5][CH2:6]1>>[O:1]([CH:2]1[CH2:3][CH2:4][CH2:5][CH2:6]1)[c:27]1[cH:26][cH:25][c:24]([CH3:31])[c:23]2[cH:22][n:21][c:20]([NH:19][CH:16]3[CH2:15][CH2:14][C:13]4([O:9][CH2:10][CH2:11][O:12]4)[CH2:18][CH2:17]3)[cH:29][c:28]21.